Dataset: the Open Reaction Database (ORD), a public repository of structured organic reaction records. Task: describe an organic reaction: reactants, conditions, products, and yield Reactants: NCCCOC=1C=C2C=C(NC2=CC1)CCC(=O)OC (methyl 3-[5-(aminopropoxy)indolyl]propanoate), C(C1=CC=CC=C1)N=C=O (benzyl isocynate). The solvent is C(C)#N (acetonitrile). Run at time 8 hour. Product: C(C1=CC=CC=C1)NC(=O)NCCCOC=1C=C2C=C(NC2=CC1)CCC(=O)OC (Methyl 3-[5-(3-{[benzylamino]carbonylamino}propoxy)indolyl]propanoate). Isolated yield 41.5%. RXN SMILES: [NH2:1][CH2:2][CH2:3][CH2:4][O:5][C:6]1[CH:7]=[C:8]2[C:12](=[CH:13][CH:14]=1)[NH:11][C:10]([CH2:15][CH2:16][C:17]([O:19][CH3:20])=[O:18])=[CH:9]2.[CH2:21]([N:28]=[C:29]=[O:30])[C:22]1[CH:27]=[CH:26][CH:25]=[CH:24][CH:23]=1>C(#N)C>[CH2:21]([NH:28][C:29]([NH:1][CH2:2][CH2:3][CH2:4][O:5][C:6]1[CH:7]=[C:8]2[C:12](=[CH:13][CH:14]=1)[NH:11][C:10]([CH2:15][CH2:16][C:17]([O:19][CH3:20])=[O:18])=[CH:9]2)=[O:30])[C:22]1[CH:27]=[CH:26][CH:25]=[CH:24][CH:23]=1. Procedure details: To the solution of methyl 3-[5-(aminopropoxy)indolyl]propanoate (140 mg, 0.5 mmol), as prepared in the preceding step, in acetonitrile (10 mL) was added benzyl isocynate (135 mg, 1.0 mmol), and the mixture was stirred at ambient temperature overnight. After evaporating the solvent in vacuo, the residue was purified by flash column chromatography on silica gel (methylene chloride to 5% ethyl acetate in methylene chloride) to give the title compound as a white solid (85 mg, 42%). 1H-NMR (400 MHz, ... Reactants: ClC1=NC(=C2N=CN(C2=N1)C)OC1=C(C=C(C=C1C)C1=CC=C(C=C1)C(=O)OC)C (methyl 4′-(2-chloro-9-methyl-9H-purin-6-yloxy)-3′,5′-dimethylbiphenyl-4-carboxylate), NC1=CC=C(C#N)C=C1 (4-aminobenzonitrile), C=1C=CC(=CC1)P(C=2C=CC=CC2)C3=CC=C4C=CC=CC4=C3C5=C6C=CC=CC6=CC=C5P(C=7C=CC=CC7)C=8C=CC=CC8 (BINAP), C(=O)([O-])[O-].[Cs+].[Cs+] (Cs2CO3). Solvent: C1(=CC=CC=C1)C (toluene). The product is C(#N)C1=CC=C(C=C1)NC1=NC(=C2N=CN(C2=N1)C)OC1=C(C=C(C=C1C)C1=CC=C(C=C1)C(=O)OC)C (Methyl 4′-(2-(4-cyanophenylamino)-9-methyl-9H-purin-6-yloxy)-3′,5′-dimethylbiphenyl-4-carboxylate). Reaction SMILES: Cl[C:2]1[N:10]=[C:9]2[C:5]([N:6]=[CH:7][N:8]2[CH3:11])=[C:4]([O:12][C:13]2[C:18]([CH3:19])=[CH:17][C:16]([C:20]3[CH:25]=[CH:24][C:23]([C:26]([O:28][CH3:29])=[O:27])=[CH:22][CH:21]=3)=[CH:15][C:14]=2[CH3:30])[N:3]=1.[NH2:31][C:32]1[CH:39]=[CH:38][C:35]([C:36]#[N:37])=[CH:34][CH:33]=1.C1C=CC(P(C2C(C3C(P(C4C=CC=CC=4)C4C=CC=CC=4)=CC=C4C=3C=CC=C4)=C3C(C=CC=C3)=CC=2)C2C=CC=CC=2)=CC=1.C([O-])([O-])=O.[Cs+].[Cs+]>C1(C)C=CC=CC=1.CC([O-])=O.CC([O-])=O.[Pd+2]>[C:36]([C:35]1[CH:38]=[CH:39][C:32]([NH:31][C:2]2[N:10]=[C:9]3[C:5]([N:6]=[CH:7][N:8]3[CH3:11])=[C:4]([O:12][C:13]3[C:18]([CH3:19])=[CH:17][C:16]([C:20]4[CH:21]=[CH:22][C:23]([C:26]([O:28][CH3:29])=[O:27])=[CH:24][CH:25]=4)=[CH:15][C:14]=3[CH3:30])[N:3]=2)=[CH:33][CH:34]=1)#[N:37] |f:3.4.5,7.8.9|. The reagents and catalysts are CC(=O)[O-].CC(=O)[O-].[Pd+2] (Pd(OAc)2). Reported procedure: A degassed solution of methyl 4′-(2-chloro-9-methyl-9H-purin-6-yloxy)-3′,5′-dimethylbiphenyl-4-carboxylate (180 mg, 0.43 mmol), 4-aminobenzonitrile (105 mg, 0.89 mmol), Pd(OAc)2 (10 mg, 0.044 mmol), BINAP (57 mg, 0.092 mmol), and Cs2CO3 (280 mg, 0.88 mmol) in toluene (2 mL) was heated at 80° C. overnight. The desired product was precipitated with EtOAc (2 mL) and saturated NaHCO3 (2 mL) and the resulting precipitate was collected by filtration (210 mg). NMR (DMSO-d6): δ 10.10 (s, 1H), 8.25 (s, 1... Solvent: C(C)O (ethanol), C(C)O (ethanol). The reactants are ice water, ClC1=CC=C(C=C1)[N+](=O)[O-] (4-chloronitrobenzene), [OH-].[K+] (potassium hydroxide), C1(=CC=CC=C1)CCS (2-phenylethyl mercaptan). As a reaction SMILES: Cl[C:2]1[CH:7]=[CH:6][C:5]([N+:8]([O-:10])=[O:9])=[CH:4][CH:3]=1.[OH-].[K+].[C:13]1([CH2:19][CH2:20][SH:21])[CH:18]=[CH:17][CH:16]=[CH:15][CH:14]=1>C(O)C>[C:13]1([CH2:19][CH2:20][S:21][C:2]2[CH:7]=[CH:6][C:5]([N+:8]([O-:10])=[O:9])=[CH:4][CH:3]=2)[CH:18]=[CH:17][CH:16]=[CH:15][CH:14]=1 |f:1.2|. Procedure: 75 g of 4-chloronitrobenzene in 300 ml of ethanol is heated to 70°. At this temperature there is then added dropwise 27 g of anhydrous potassium hydroxide and 65.9 g of 2-phenylethyl mercaptan in 250 ml of ethanol; the reaction mixture is refluxed for one hour and is then poured, with stirring into 1.5 liters of ice-water. The precipitated oil is extracted with methylene chloride, and the methylene chloride phases are dried over sodium sulphate. After purification through silica gel with methyle... Yields the product C1(=CC=CC=C1)CCSC1=CC=C(C=C1)[N+](=O)[O-] (4-(2'-phenyl-ethylthio)-nitrobenzene). The reactants are C(C)OC(CC1(OCCO1)C(C)C)=O ((2-isopropyl-[1,3]dioxolan-2-yl)-acetic acid ethyl ester), [BH4-].[Na+] (NaBH4). Reagents/catalysts: [Cl-].[Cl-].[Zn+2] (ZnCl2). The solvent is CO (MeOH). Reaction conditions: time 8 hour. Yields the product C(C)(C)C1(OCCO1)CCO (2-(2-isopropyl-[1,3]dioxolan-2-yl)-ethanol). The yield is 45.7%. Reaction SMILES: C([O:3][C:4](=O)[CH2:5][C:6]1([CH:11]([CH3:13])[CH3:12])[O:10][CH2:9][CH2:8][O:7]1)C.[BH4-].[Na+]>CO.[Cl-].[Cl-].[Zn+2]>[CH:11]([C:6]1([CH2:5][CH2:4][OH:3])[O:10][CH2:9][CH2:8][O:7]1)([CH3:13])[CH3:12] |f:1.2,4.5.6|. Reported procedure: To a solution of (2-isopropyl-[1,3]dioxolan-2-yl)-acetic acid ethyl ester (83 g, 0.41 mol) in MeOH (1600 mL) was added NaBH4 (78 g, 2.05 mol) and ZnCl2 (8.3 g). The mixture was stirred overnight. The mixture was concentrated, and the residue was dissolved in the mixture of EtOAc and water. The layers were separated, and the aqueous layer was extracted with EtOAc. The combined organic phase was dried over Na2SO4, and concentrated to give the crude product, which was purified by column to give 2-(... Starting materials: O=C(CC(=O)OCC=CC1=CC=CC=C1)CC ((3-phenyl-2-propene-1-yl) 3-oxovalerate), N\C(=C/C(=O)OCCC#N)\C ((2-cyanoethyl) 3-aminocrotonate), ClC=1C=C(C=O)C=CC1 (3-chlorobenzaldehyde). Run in CC(C)O (2-propanol). Conditions: temperature 120 celsius, time 3 hour. The product is ClC=1C=C(C=CC1)C1C(=C(NC(=C1C(=O)OCCC#N)C)CC)C(=O)OCC=CC1=CC=CC=C1 (3-(3-phenyl-2-propene-1-yl) 5-(2-cyanoethyl) 4-(3-chlorophenyl)-2-ethyl-6-methyl-1,4-dihydropyridine-3,5-dicarboxylate). Reaction SMILES: O=[C:2]([CH2:16][CH3:17])[CH2:3][C:4]([O:6][CH2:7][CH:8]=[CH:9][C:10]1[CH:15]=[CH:14][CH:13]=[CH:12][CH:11]=1)=[O:5].[NH2:18]/[C:19](/[CH3:28])=[CH:20]\[C:21]([O:23][CH2:24][CH2:25][C:26]#[N:27])=[O:22].[Cl:29][C:30]1[CH:31]=[C:32]([CH:35]=[CH:36][CH:37]=1)[CH:33]=O>CC(O)C>[Cl:29][C:30]1[CH:31]=[C:32]([CH:33]2[C:20]([C:21]([O:23][CH2:24][CH2:25][C:26]#[N:27])=[O:22])=[C:19]([CH3:28])[NH:18][C:2]([CH2:16][CH3:17])=[C:3]2[C:4]([O:6][CH2:7][CH:8]=[CH:9][C:10]2[CH:11]=[CH:12][CH:13]=[CH:14][CH:15]=2)=[O:5])[CH:35]=[CH:36][CH:37]=1. Procedure details: 465 mg (2.0 mmol) of (3-phenyl-2-propene-1-yl) 3-oxovalerate, 309 mg (2.0 mmol) of (2-cyanoethyl) 3-aminocrotonate and 0.227 ml (2.0 mmol) of 3-chlorobenzaldehyde were heated at 70° C. under stirring in 10 ml of 2-propanol overnight. The reaction mixture was further heated at 120° C. under stirring under atmospheric pressure for 3 hours to evaporate 2-propanol. The residue was purified by the silica gel chromatography (hexane/ethyl acetate=2/1) to obtain the title compound. The reactants are three-mouth, ClC1=NC(=C2NC=NC2=N1)Cl (2,6-dichloropurine), C(C)(=O)OCC (ethyl acetate), pyridinium salt, acid, CN1CCNCC1 (Methylpiperazine), O1CCCC=C1 (2,3-dihydropyrane). The solvent is C(C)N(CC)CC (triethylamine). Conditions: time 5 minute. The product is N1=CN=C2N=CNC2=C1 (purin). Isolated yield 188.8%. Reaction SMILES: Cl[C:2]1[N:10]=[C:9]2[C:5]([NH:6][CH:7]=[N:8]2)=[C:4](Cl)[N:3]=1.C(OCC)(=O)C.O1C=CCCC1.CN1CCNCC1>C(N(CC)CC)C>[N:3]1[CH:4]=[C:5]2[C:9]([N:8]=[CH:7][NH:6]2)=[N:10][CH:2]=1. Procedure details: In a 100 ml three-mouth bottle, 2,6-dichloropurine (10 g), ethyl acetate (50 ml), pyridinium salt of paratoluenesulfonic acid (0.2 g) are mixed. The above mixture is stirred and heated to a temperature of 35° C., 2,3-dihydropyrane (12 ml) is added thereto within 5 min. The above mixture is reacted at 50˜60° C. for 3 h. The completion of reaction is checked with TCL analysis. Methylpiperazine (9.0 g) and triethylamine (8 ml) are added to the bottle. The above mixture is reacted at the temperature... Conditions: time 1 hour. Procedure: In 500 ml three-necked flask fitted with a stirrer, gas inlet tube, and a double condenser is placed 13.65 g (50 mmoles) of 4-chloro-2[(2-fluorophenyl)methyl]benzenamine and 200 ml of acetonitrile. Hydrogen chloride gas is bubbled into this stirred suspension. The temperature rises to ca. 38° C. and a solution is formed in about 10 min. The reaction mixture is then heated to gentle reflux while maintaining a stream of hydrogen chloride throught the reaction mixture. After 1 hr. TLC of an aliquen... As a reaction SMILES: [Cl:1][C:2]1[CH:7]=[CH:6][C:5]([NH2:8])=[C:4]([CH2:9][C:10]2[CH:15]=[CH:14][CH:13]=[CH:12][C:11]=2[F:16])[CH:3]=1.[C:17](#[N:19])[CH3:18].Cl.C(O)(=O)C>C(Cl)(Cl)Cl.[NH4+].[OH-].CO>[Cl:1][C:2]1[CH:7]=[CH:6][C:5]([N:8]=[C:17]([NH2:19])[CH3:18])=[C:4]([CH2:9][C:10]2[CH:15]=[CH:14][CH:13]=[CH:12][C:11]=2[F:16])[CH:3]=1 |f:5.6|. Yields the product ClC1=CC(=C(C=C1)N=C(C)N)CC1=C(C=CC=C1)F (4-Chloro-2[(2-fluorophenyl)methyl]-N-(1-aminoethylidene)benzenamine). Reactants: ClC1=CC(=C(C=C1)N)CC1=C(C=CC=C1)F (4-chloro-2[(2-fluorophenyl)methyl]benzenamine), C(C)(=O)O (acetic acid), C(C)#N (acetonitrile), Cl (hydrogen chloride). Solvent: C(Cl)(Cl)Cl (CHCl3), CO (MeOH), C(Cl)(Cl)Cl (CHCl3), [NH4+].[OH-] (NH4OH). Reported procedure: The title compound, MS: m/e=374.3 (M+H+), was prepared in accordance with the general method of example 1 from 5-bromo-2-chloroquinoline, 5-methyl-2-furanmethanamine and 2-methoxybenzylamine. The reactants are BrC1=C2C=CC(=NC2=CC=C1)Cl (5-bromo-2-chloroquinoline), CC1=CC=C(O1)CN (5-methyl-2-furanmethanamine), COC1=C(CN)C=CC=C1 (2-methoxybenzylamine). Product: COC1=C(CNC=2C=3C=CC(=NC3C=CC2)NCC=2OC(=CC2)C)C=CC=C1 (N5-(2-Methoxy-benzyl)-N2-(5-methyl-furan-2-ylmethyl)-quinoline-2,5-diamine). Reaction SMILES: Br[C:2]1[CH:11]=[CH:10][CH:9]=[C:8]2[C:3]=1[CH:4]=[CH:5][C:6](Cl)=[N:7]2.[CH3:13][C:14]1[O:18][C:17]([CH2:19][NH2:20])=[CH:16][CH:15]=1.[CH3:21][O:22][C:23]1[CH:30]=[CH:29][CH:28]=[CH:27][C:24]=1[CH2:25][NH2:26]>>[CH3:21][O:22][C:23]1[CH:30]=[CH:29][CH:28]=[CH:27][C:24]=1[CH2:25][NH:26][C:2]1[C:3]2[CH:4]=[CH:5][C:6]([NH:20][CH2:19][C:17]3[O:18][C:14]([CH3:13])=[CH:15][CH:16]=3)=[N:7][C:8]=2[CH:9]=[CH:10][CH:11]=1. Reactants: Br, CCC(=O)O, Oc1ccccc1, Cc1ccc(S(=O)(=O)N2Cc3cccc(Br)c3C2)cc1. Yields the product Brc1cccc2c1CNC2. As a reaction SMILES: [BrH:28].[CH3:29][CH2:30][C:31](=[O:32])[OH:33].[OH:21][c:22]1[cH:23][cH:24][cH:25][cH:26][cH:27]1.[c:1]1([CH3:2])[cH:3][cH:4][c:5]([S:6](=[O:7])(=[O:8])[N:10]2[CH2:11][c:12]3[cH:13][cH:14][cH:15][c:16]([Br:19])[c:17]3[CH2:18]2)[cH:9][cH:20]1>>[NH:10]1[CH2:11][c:12]2[cH:13][cH:14][cH:15][c:16]([Br:19])[c:17]2[CH2:18]1. The reactants are CS(C)=O, CC(Cl)C#N, O=[N+]([O-])c1cc(Cl)cc(Cl)c1, Cl, [Na+], [OH-]. The product is CC(C#N)c1c(Cl)cc([N+](=O)[O-])cc1Cl. Reaction SMILES: [CH3:20][S:21]([CH3:22])=[O:23].[Cl:1][CH:2]([C:3]#[N:4])[CH3:5].[Cl:6][c:7]1[cH:8][c:9]([Cl:16])[cH:10][c:11]([N+:13](=[O:14])[O-:15])[cH:12]1.[ClH:19].[Na+:18].[OH-:17]>>[CH:2]([C:3]#[N:4])([CH3:5])[c:8]1[c:7]([Cl:6])[cH:12][c:11]([N+:13](=[O:14])[O-:15])[cH:10][c:9]1[Cl:16].